This data is from the Open Reaction Database (ORD), a public repository of structured organic reaction records. The task is: describe an organic reaction: reactants, conditions, products, and yield The reactants are COC1=CC2=C(CCN(CC2C2=C(C=CC=C2)C)C)C=C1[N+](=O)[O-] (7-methoxy-3-methyl-8-nitro-5-(2′-methylphenyl)-2,3,4,5-tetrahydro-1H-3-benzazepine), B(Br)(Br)Br (BBr3). Run in CO (Methanol). Reaction conditions: temperature -70 celsius, time 1 hour. Yields the product OC1=CC2=C(CCN(CC2C2=C(C=CC=C2)C)C)C=C1[N+](=O)[O-] (7-hydroxy-3-methyl-8-nitro-5-(2-methylphenyl)-2,3,4,5-tetrahydro-1H-3-benzazepine). Yield: 38.3%. Reaction SMILES: C[O:2][C:3]1[C:21]([N+:22]([O-:24])=[O:23])=[CH:20][C:6]2[CH2:7][CH2:8][N:9]([CH3:19])[CH2:10][CH:11]([C:12]3[CH:17]=[CH:16][CH:15]=[CH:14][C:13]=3[CH3:18])[C:5]=2[CH:4]=1.B(Br)(Br)Br>CO>[OH:2][C:3]1[C:21]([N+:22]([O-:24])=[O:23])=[CH:20][C:6]2[CH2:7][CH2:8][N:9]([CH3:19])[CH2:10][CH:11]([C:12]3[CH:17]=[CH:16][CH:15]=[CH:14][C:13]=3[CH3:18])[C:5]=2[CH:4]=1. Procedure: 300 mg of 7-methoxy-3-methyl-8-nitro-5-(2′-methylphenyl)-2,3,4,5-tetrahydro-1H-3-benzazepine was dissolved in MEOH and cooled to −70° C. 1 g BBr3 was added slowly and the mixture was stirred for 1 h at −70° C., and stirring was continued for 1 h. Methanol was slowly added to destroy the excess of BBr3 and the mixture was evaporated to dryness. The raw material was purified by column chromatography (kieselgel, CH2Cl2/CH3OH: 98/2) giving 110 mg of the desired compound. M.p. 59-61 NMR: C5H 5.10 d; ... The reactants are N1=CC=CC=C1 (pyridine), NC1=NC=CC(=N1)CN1C(N(C(C1(C)C)=O)C1=CC=C(C=C1)C(C)(C)C)=O (1-[(2-aminopyrimidin-4-yl)methyl]-3-(4-tert-butylphenyl)-5,5-dimethylimidazolidine-2,4-dione), C(OC1=CC=CC=C1)(=O)Cl (phenyl chlorocarbonate). The solvent is C(C)(=O)OCC (ethyl acetate), O1CCCC1 (tetrahydrofuran). Reaction conditions: time 4.5 hour. Product: C(C)(C)(C)C1=CC=C(C=C1)N1C(N(C(C1=O)(C)C)CC1=NC(=NC=C1)NC(OC1=CC=CC=C1)=O)=O (phenyl (4-{[3-(4-tert-butylphenyl)-5,5-dimethyl-2,4-dioxo-imidazolidin-1-yl]methyl}pyrimidin-2-yl)carbamate). As a reaction SMILES: [NH2:1][C:2]1[N:7]=[C:6]([CH2:8][N:9]2[C:13]([CH3:15])([CH3:14])[C:12](=[O:16])[N:11]([C:17]3[CH:22]=[CH:21][C:20]([C:23]([CH3:26])([CH3:25])[CH3:24])=[CH:19][CH:18]=3)[C:10]2=[O:27])[CH:5]=[CH:4][N:3]=1.N1C=CC=CC=1.[C:34](Cl)(=[O:42])[O:35][C:36]1[CH:41]=[CH:40][CH:39]=[CH:38][CH:37]=1>O1CCCC1.C(OCC)(=O)C>[C:23]([C:20]1[CH:19]=[CH:18][C:17]([N:11]2[C:12](=[O:16])[C:13]([CH3:15])([CH3:14])[N:9]([CH2:8][C:6]3[CH:5]=[CH:4][N:3]=[C:2]([NH:1][C:34](=[O:42])[O:35][C:36]4[CH:41]=[CH:40][CH:39]=[CH:38][CH:37]=4)[N:7]=3)[C:10]2=[O:27])=[CH:22][CH:21]=1)([CH3:26])([CH3:25])[CH3:24]. Reported procedure: To a solution of 100 mg of 1-[(2-aminopyrimidin-4-yl)methyl]-3-(4-tert-butylphenyl)-5,5-dimethylimidazolidine-2,4-dione obtained in stage f) of Example 1, in 3 mL of tetrahydrofuran, are added, at 0° C., 0.034 mL of pyridine and 0.045 mL of phenyl chlorocarbonate. The reaction mixture is stirred for 4.5 hours at room temperature and then diluted with ethyl acetate and washed with twice 30 mL of aqueous 1N hydrochloric acid solution, then with twice 30 mL of water, with twice 30 mL of saturated a...